This data is from the Open Reaction Database (ORD), a public repository of structured organic reaction records. The task is: describe an organic reaction: reactants, conditions, products, and yield Reaction SMILES: [Br:1][CH:2]=[C:3]1[CH2:4][CH2:5][CH2:6][C:7]2([CH3:15])[CH:8]([CH:12]([CH3:13])[OH:14])[CH2:9][CH2:10][CH:11]12.[CH3:35][O:36][C:37]([N:38]=[N:39][C:40]([O:41][CH3:42])=[O:43])=[O:44].[O:45]1[CH2:46][CH2:47][CH2:48][CH2:49]1.[c:16]1([P:17]([c:18]2[cH:19][cH:20][cH:21][cH:22][cH:23]2)[c:24]2[cH:25][cH:26][cH:27][cH:28][cH:29]2)[cH:30][cH:31][cH:32][cH:33][cH:34]1>>[Br:1][CH:2]=[C:3]1[CH2:4][CH2:5][CH2:6][C:7]2([CH3:15])[C:8](=[CH:12][CH3:13])[CH2:9][CH2:10][CH:11]12. Reactants: CC(O)C1CCC2C(=CBr)CCCC21C, COC(=O)N=NC(=O)OC, C1CCOC1, c1ccc(P(c2ccccc2)c2ccccc2)cc1. Product: CC=C1CCC2C(=CBr)CCCC12C. The reactants are CO, COC(=O)c1c(C)cc(=O)n(N)c1C, CCC=O. Yields the product CCCNn1c(C)c(C(=O)OC)c(C)cc1=O. RXN SMILES: [CH3:19][OH:20].[CH3:1][O:2][C:3](=[O:4])[c:5]1[c:6]([CH3:14])[n:7]([NH2:13])[c:8](=[O:12])[cH:9][c:10]1[CH3:11].[CH:15]([CH2:16][CH3:17])=[O:18]>>[CH3:1][O:2][C:3](=[O:4])[c:5]1[c:6]([CH3:14])[n:7]([NH:13][CH2:15][CH2:16][CH3:17])[c:8](=[O:12])[cH:9][c:10]1[CH3:11]. Starting materials: CCOC(C)=O, Nc1ncc(C(F)(F)F)cc1[N+](=O)[O-], [Na+], O=C([O-])O, CN(C)C=O, O, O, Cl[Sn]Cl. Yields the product Nc1cc(C(F)(F)F)cnc1N. RXN SMILES: [CH3:30][CH2:31][O:32][C:33]([CH3:34])=[O:35].[N+:1]([O-:2])(=[O:3])[c:4]1[c:5]([NH2:14])[n:6][cH:7][c:8]([C:10]([F:11])([F:12])[F:13])[cH:9]1.[Na+:29].[O-:25][C:26]([OH:27])=[O:28].[O:20]=[CH:21][N:22]([CH3:23])[CH3:24].[OH2:15].[OH2:16].[Sn:17]([Cl:18])[Cl:19]>>[NH2:1][c:4]1[c:5]([NH2:14])[n:6][cH:7][c:8]([C:10]([F:11])([F:12])[F:13])[cH:9]1. As a reaction SMILES: [O:34]1[CH2:35][CH2:36][CH2:37][CH2:38]1.[c:1]1([CH:7]([CH2:8][CH3:9])[NH:10][C:11](=[O:12])[c:13]2[c:14]([CH3:33])[n:15](-[c:27]3[cH:28][cH:29][cH:30][cH:31][cH:32]3)[c:16](=[O:26])[c:17]3[c:18]([N+:23]([O-:24])=[O:25])[cH:19][cH:20][cH:21][c:22]23)[cH:2][cH:3][cH:4][cH:5][cH:6]1>>[c:1]1([CH:7]([CH2:8][CH3:9])[NH:10][C:11](=[O:12])[c:13]2[c:14]([CH3:33])[n:15](-[c:27]3[cH:28][cH:29][cH:30][cH:31][cH:32]3)[c:16](=[O:26])[c:17]3[c:18]([NH2:23])[cH:19][cH:20][cH:21][c:22]23)[cH:2][cH:3][cH:4][cH:5][cH:6]1. Starting materials: C1CCOC1, CCC(NC(=O)c1c(C)n(-c2ccccc2)c(=O)c2c([N+](=O)[O-])cccc12)c1ccccc1. Product: CCC(NC(=O)c1c(C)n(-c2ccccc2)c(=O)c2c(N)cccc12)c1ccccc1. The reactants are 2, ClC1=C(C=C(C=C1)C=O)S(=O)(=O)N (chloro-5-formyl-benzenesulfonamide), C(C)(C)(C)[Li] (tert-butyllithium), BrC1=C(C=CC=C1)F (1-bromofluorobenzene), C(C)(C)(C)[Li] (tert-butyllithium). The solvent is O1CCCC1 (tetrahydrofuran), O1CCCC1 (tetrahydrofuran). Reaction conditions: temperature -78 celsius, time 2 hour. The product is ClC1=C(C=C(C=C1)C(O)C1=CC=C(C=C1)F)S(=O)(=O)N (2-Chloro-5-[(4-fluoro-phenyl)-hydroxy-methyl]-benzenesulfonamide). Isolated yield 18.5%. RXN SMILES: Br[C:2]1[CH:7]=[CH:6][CH:5]=[CH:4][C:3]=1[F:8].C([Li])(C)(C)C.[Cl:14][C:15]1[CH:20]=[CH:19][C:18]([CH:21]=[O:22])=[CH:17][C:16]=1[S:23]([NH2:26])(=[O:25])=[O:24]>O1CCCC1>[Cl:14][C:15]1[CH:20]=[CH:19][C:18]([CH:21]([C:6]2[CH:5]=[CH:4][C:3]([F:8])=[CH:2][CH:7]=2)[OH:22])=[CH:17][C:16]=1[S:23]([NH2:26])(=[O:25])=[O:24]. Procedure details: A solution of 590 mg of 1-bromofluorobenzene (1.11 mmol, 3 equivalent) in 10 mL of anhydrous tetrahydrofuran is stirred at −78° C. as 3.9 mL of tert-butyllithium (1.7 M in cyclohexane, 6.66 mmol, 6 equivalent) is added drop-wise. The reaction mixture is stirred at −78° C. for 2 h, then is transferred to a previously prepared a solution of 243 mg of 2 chloro-5-formyl-benzenesulfonamide (1.11 mmol, 1 equivalent) and 0.65 mL of tert-butyllithium (1.7 M in cyclohexane, 1 equivalent) in 10 mL of anhy... The reactants are Cl (hydrochloride), COC=1C=C(C(=O)O)C=CC1OC (3,4-dimethoxybenzoic acid), ClC(=O)OCC(C)C (isobutyl chloroformate), Cl.C(C)O (hydrochloric acid ethanol), C(N)(=O)C1=C(NC(CN2CCNCC2)=O)C=CC=C1 (o-carbamoyl-α-(1-piperazinyl)acetanilide). The solvent is C(C)N(CC)CC (triethylamine), CN(C=O)C (dimethylformamide), CN(C=O)C (dimethylformamide). The product is O.Cl.C(N)(=O)C1=C(NC(CN2CCN(CC2)C(C2=CC(=C(C=C2)OC)OC)=O)=O)C=CC=C1 (o-carbamoyl-α-[4-(3,4-dimethoxybenzoyl)-1-piperazinyl]acetanilide monohydrochloride monohydrate). As a reaction SMILES: [CH3:1][O:2][C:3]1[CH:4]=[C:5]([CH:9]=[CH:10][C:11]=1[O:12][CH3:13])[C:6]([OH:8])=O.[Cl:14]C(OCC(C)C)=O.[C:22]([C:25]1[CH:40]=[CH:39][CH:38]=[CH:37][C:26]=1[NH:27][C:28](=[O:36])[CH2:29][N:30]1[CH2:35][CH2:34][NH:33][CH2:32][CH2:31]1)(=[O:24])[NH2:23].Cl.Cl.C(O)C>CN(C)C=O.C(N(CC)CC)C>[OH2:2].[ClH:14].[C:22]([C:25]1[CH:40]=[CH:39][CH:38]=[CH:37][C:26]=1[NH:27][C:28](=[O:36])[CH2:29][N:30]1[CH2:35][CH2:34][N:33]([C:6](=[O:8])[C:5]2[CH:9]=[CH:10][C:11]([O:12][CH3:13])=[C:3]([O:2][CH3:1])[CH:4]=2)[CH2:32][CH2:31]1)(=[O:24])[NH2:23] |f:4.5,8.9.10|. Procedure details: 3.3 Grams of 3,4-dimethoxybenzoic acid was dissolved in 30 ml of dimethylformamide, and to this solution was added 2.4 g of triethylamine. Under ice-cooled condition with stirring, 2.75 g of isobutyl chloroformate was added dropwise and the mixture obtained was stirred for 30 minutes. To this reaction mixture was added dropwise a dimethylformamide solution of 5.5 g of o-carbamoyl-α-(1-piperazinyl)acetanilide and was stirred for 5 hours. The reaction mixture was concentrated to dryness and extrac... Starting materials: CCC(C(=O)[O-])C1CN=C(c2cc3cc(Oc4ccc(S(C)(=O)=O)cc4)cc(OC4CCOCC4)c3[nH]2)S1, CCO, [Na+], C1CCOC1, [OH-]. Yields the product CS(=O)(=O)c1ccc(Oc2cc(OC3CCOCC3)c3[nH]c(C4=NCC(CC(=O)O)S4)cc3c2)cc1. As a reaction SMILES: [CH2:1]([CH3:2])[CH:3]([C:4](=[O:5])[O-:6])[CH:7]1[CH2:8][N:9]=[C:10]([c:12]2[nH:13][c:14]3[c:15]([O:32][CH:33]4[CH2:34][CH2:35][O:36][CH2:37][CH2:38]4)[cH:16][c:17]([O:21][c:22]4[cH:23][cH:24][c:25]([S:28](=[O:29])(=[O:30])[CH3:31])[cH:26][cH:27]4)[cH:18][c:19]3[cH:20]2)[S:11]1.[CH3:46][CH2:47][OH:48].[Na+:40].[O:41]1[CH2:42][CH2:43][CH2:44][CH2:45]1.[OH-:39]>>[CH2:3]([C:4](=[O:5])[OH:6])[CH:7]1[CH2:8][N:9]=[C:10]([c:12]2[nH:13][c:14]3[c:15]([O:32][CH:33]4[CH2:34][CH2:35][O:36][CH2:37][CH2:38]4)[cH:16][c:17]([O:21][c:22]4[cH:23][cH:24][c:25]([S:28](=[O:29])(=[O:30])[CH3:31])[cH:26][cH:27]4)[cH:18][c:19]3[cH:20]2)[S:11]1.